From a dataset of the Open Reaction Database (ORD), a public repository of structured organic reaction records. describe an organic reaction: reactants, conditions, products, and yield The reactants are [Li]CCCC, CCCCCC, CC(C)NC(C)C, C[Si](C)(C)Cl, O=C1CCN(CCC2COc3ccccc3C2)CC1, C1CCOC1. The product is C[Si](C)(C)OC1=CCN(CCC2COc3ccccc3C2)CC1. Reaction SMILES: [CH2:1]([Li:2])[CH2:3][CH2:4][CH3:5].[CH3:37][CH2:38][CH2:39][CH2:40][CH2:41][CH3:42].[CH:6]([NH:7][CH:8]([CH3:9])[CH3:10])([CH3:11])[CH3:12].[Cl:32][Si:33]([CH3:34])([CH3:35])[CH3:36].[O:13]1[CH2:14][CH:15]([CH2:23][CH2:24][N:25]2[CH2:26][CH2:27][C:28](=[O:31])[CH2:29][CH2:30]2)[CH2:16][c:17]2[cH:18][cH:19][cH:20][cH:21][c:22]21.[O:43]1[CH2:44][CH2:45][CH2:46][CH2:47]1>>[O:13]1[CH2:14][CH:15]([CH2:23][CH2:24][N:25]2[CH2:26][CH2:27][C:28]([O:31][Si:33]([CH3:34])([CH3:35])[CH3:36])=[CH:29][CH2:30]2)[CH2:16][c:17]2[cH:18][cH:19][cH:20][cH:21][c:22]21. Reactants: C(C)(C)N(C(C)C)CC (N,N-diisopropylethylamine), Cl.COC(=O)C=1N(C2=CC(=CC=C2C(C1CN)=O)Cl)C1=CC=CC=C1 (3-aminomethyl-7-chloro-4-oxo-1-phenyl-1,4-dihydro-quinoline-2-carboxylic acid methyl ester hydrochloride), Cl.COC(=O)C=1N(C2=CC(=CC=C2C(C1CN)=O)Cl)C1=CC=CC=C1 (3-aminomethyl-7-chloro-4-oxo-1-phenyl-1,4-dihydro-quinoline-2-carboxylic acid methyl ester hydrochloride), N1(CCOCC1)C(=O)Cl (morpholine-4-carbonyl chloride). Solvent: C(Cl)Cl (CH2Cl2). Run at temperature 0 celsius, time 10 minute. The product is COC(=O)C=1N(C2=CC(=CC=C2C(C1CNC(=O)N1CCOCC1)=O)Cl)C1=CC=CC=C1 (7-chloro-3-{[(morpholine-4-carbonyl)-amino]-methyl}-4-oxo-1-phenyl-1,4-dihydro-quino-line-2-carboxylic acid methyl ester). Reaction SMILES: Cl.[CH3:2][O:3][C:4]([C:6]1[N:7]([C:20]2[CH:25]=[CH:24][CH:23]=[CH:22][CH:21]=2)[C:8]2[C:13]([C:14](=[O:18])[C:15]=1[CH2:16][NH2:17])=[CH:12][CH:11]=[C:10]([Cl:19])[CH:9]=2)=[O:5].[N:26]1([C:32](Cl)=[O:33])[CH2:31][CH2:30][O:29][CH2:28][CH2:27]1.C(N(CC)C(C)C)(C)C>C(Cl)Cl>[CH3:2][O:3][C:4]([C:6]1[N:7]([C:20]2[CH:25]=[CH:24][CH:23]=[CH:22][CH:21]=2)[C:8]2[C:13]([C:14](=[O:18])[C:15]=1[CH2:16][NH:17][C:32]([N:26]1[CH2:31][CH2:30][O:29][CH2:28][CH2:27]1)=[O:33])=[CH:12][CH:11]=[C:10]([Cl:19])[CH:9]=2)=[O:5] |f:0.1|. Procedure details: In a 50 mL flask, 3-aminomethyl-7-chloro-1-phenyl-1H-quinolin-4-one hydrochloride salt (intermediate I) (50 mg, 0.132 mmol) and morpholine-4-carbonyl chloride (21.7 mg, 0.145 mmol) were combined with CH2Cl2 (5 mL) and stirred at 0° C. for 10 min. Then N,N-diisopropylethylamine was added at 0° C. over 1 hr. The reaction mixture was stirred at and stirred at 0° C. for 4 hr. The reaction mixture was concentrated. The crude product was purified using preparative reverse phase HPLC to yield the produ... Reactants: COC1=C(C=CC=C1)C=1C=C2C(=CC(NC2=CC1)(C)C)CSCCC(C)C (6-(2-Methoxyphenyl)-2,2-dimethyl-4-(3-methylbutylsulfanylmethyl)-1,2-dihydroquinoline), BrCC1=CC(NC2=CC=C(C=C12)C1=C(C=CC=C1)OC)(C)C (4-bromomethyl-6-(2-methoxyphenyl)-2,2-dimethyl-1,2-dihydroquinoline), C([O-])([O-])=O.[K+].[K+] (potassium carbonate), CC(CCS)C (3-methyl-1-butanethiol). Product: COC1=C(C=CC=C1)C=1C=C2C(=CC(NC2=CC1)(C)C)CNC1=CC=CC=C1 ([6-(2-methoxyphenyl)-2,2-dimethyl-1,2-dihydroquinolin-4-ylmethyl]phenylamine). RXN SMILES: COC1C=CC=CC=1[C:9]1[CH:10]=[C:11]2[C:16](=[CH:17][CH:18]=1)[NH:15]C(C)(C)C=C2CSCCC(C)C.Br[CH2:29][C:30]1[C:39]2[C:34](=[CH:35][CH:36]=[C:37]([C:40]3[CH:45]=[CH:44][CH:43]=[CH:42][C:41]=3[O:46][CH3:47])[CH:38]=2)[NH:33][C:32]([CH3:49])([CH3:48])[CH:31]=1.C(=O)([O-])[O-].[K+].[K+].CC(C)CCS>>[CH3:47][O:46][C:41]1[CH:42]=[CH:43][CH:44]=[CH:45][C:40]=1[C:37]1[CH:38]=[C:39]2[C:34](=[CH:35][CH:36]=1)[NH:33][C:32]([CH3:49])([CH3:48])[CH:31]=[C:30]2[CH2:29][NH:15][C:16]1[CH:17]=[CH:18][CH:9]=[CH:10][CH:11]=1 |f:2.3.4|. Reported procedure: 6-(2-Methoxyphenyl)-2,2-dimethyl-4-(3-methylbutylsulfanylmethyl)-1,2-dihydroquinoline 60 mg of 4-bromomethyl-6-(2-methoxyphenyl)-2,2-dimethyl-1,2-dihydroquinoline, 46 mg of potassium carbonate, and 28 μL of 3-methyl-1-butanethiol reacted to give 3 mg of the title compound as a foam. Starting materials: C(C)(C)(C)OC(C(C)(C)SC=1SC=C(N1)CCNC(=O)OCC1C2=CC=CC=C2C=2C=CC=CC12)=O (2-{[4-(2-{[(9H-fluorene-9-ylmethoxy)carbonyl]amino}ethyl)-1,3-thiazol-2-yl]thio}-2-methylpropionic acid tert-butyl ester), FC(C(=O)O)(F)F (trifluoroacetic acid), O (water). The solvent is ClCCl (dichloromethane). Run at time 8 hour. Product: C1=CC=CC=2C3=CC=CC=C3C(C12)COC(=O)NCCC=1N=C(SC1)SC(C(=O)O)(C)C (2-{[4-(2-{[(9H-fluorene-9-ylmethoxy)carbonyl]amino}ethyl)-1,3-thiazol-2-yl]thio}-2-methylpropionic acid). Yield: 128.9%. As a reaction SMILES: C([O:5][C:6](=[O:36])[C:7]([S:10][C:11]1[S:12][CH:13]=[C:14]([CH2:16][CH2:17][NH:18][C:19]([O:21][CH2:22][CH:23]2[C:35]3[CH:34]=[CH:33][CH:32]=[CH:31][C:30]=3[C:29]3[C:24]2=[CH:25][CH:26]=[CH:27][CH:28]=3)=[O:20])[N:15]=1)([CH3:9])[CH3:8])(C)(C)C.FC(F)(F)C(O)=O.O>ClCCl>[CH:34]1[C:35]2[CH:23]([CH2:22][O:21][C:19]([NH:18][CH2:17][CH2:16][C:14]3[N:15]=[C:11]([S:10][C:7]([CH3:9])([CH3:8])[C:6]([OH:36])=[O:5])[S:12][CH:13]=3)=[O:20])[C:24]3[C:29](=[CH:28][CH:27]=[CH:26][CH:25]=3)[C:30]=2[CH:31]=[CH:32][CH:33]=1. Reported procedure: To a solution of 2-{[4-(2-{[(9H-fluorene-9-ylmethoxy)carbonyl]amino}ethyl)-1,3-thiazol-2-yl]thio}-2-methylpropionic acid tert-butyl ester (33 g) synthesized in Example 483-1 in dichloromethane (30 mL) was added trifluoroacetic acid (50 mL), and the mixture was stirred at room temperature overnight. The reaction mixture was poured into water, extracted with ethyl acetate. The organic layer was washed with water and saturated brine, and dried over sodium sulfate. The solvent was concentrated under... Reactants: [Cl-].[NH4+] (ammonium chloride), C([O-])([O-])=O.[K+].[K+] (Potassium carbonate), BrCCCO (3-bromo-1-propanol), BrC1=CC=C(C=C1)O (4-bromophenol). Run in O (water), CN(C=O)C (N,N-dimethylformamide). Reaction conditions: time 8.5 hour. Product: BrC1=CC=C(OCCCO)C=C1 (3-(4-bromophenoxy)propan-1-ol), crude product. As a reaction SMILES: C(=O)([O-])[O-].[K+].[K+].Br[CH2:8][CH2:9][CH2:10][OH:11].[Br:12][C:13]1[CH:18]=[CH:17][C:16]([OH:19])=[CH:15][CH:14]=1.[Cl-].[NH4+]>CN(C)C=O.O>[Br:12][C:13]1[CH:18]=[CH:17][C:16]([O:19][CH2:8][CH2:9][CH2:10][OH:11])=[CH:15][CH:14]=1 |f:0.1.2,5.6|. Reported procedure: Potassium carbonate (12.0 g) and 3-bromo-1-propanol (5.1 mL) were added to a solution of 4-bromophenol (5.0 g) in N,N-dimethylformamide (200 mL) under ice-cooling, and the mixture was stirred at room temperature for 8.5 hours. The reaction solution was ice-cooled and a saturated ammonium chloride solution and water were added, followed by extraction with a mixture of hexane-ethyl acetate (1:1). The organic layer was dried over sodium sulfate and filtered. The solvent was then evaporated under re... Starting materials: CCOC(=O)c1c(C)n(C(=O)c2ccccc2)c2ccc(Oc3nc(OC)cc(OC)n3)c(C(=O)OCc3ccccc3)c12, C, CCOC(C)=O, [Pd]. Product: CCOC(=O)c1c(C)n(C(=O)c2ccccc2)c2ccc(Oc3nc(OC)cc(OC)n3)c(C(=O)O)c12. As a reaction SMILES: [C:1]([c:2]1[cH:3][cH:4][cH:5][cH:6][cH:7]1)(=[O:8])[n:9]1[c:10]([CH3:44])[c:11]([C:39](=[O:40])[O:41][CH2:42][CH3:43])[c:12]2[c:13]([C:29](=[O:30])[O:31][CH2:32][c:33]3[cH:34][cH:35][cH:36][cH:37][cH:38]3)[c:14]([O:18][c:19]3[n:20][c:21]([O:27][CH3:28])[cH:22][c:23]([O:25][CH3:26])[n:24]3)[cH:15][cH:16][c:17]12.[C:51].[CH3:45][CH2:46][O:47][C:48](=[O:49])[CH3:50].[Pd:52]>>[C:1]([c:2]1[cH:3][cH:4][cH:5][cH:6][cH:7]1)(=[O:8])[n:9]1[c:10]([CH3:44])[c:11]([C:39](=[O:40])[O:41][CH2:42][CH3:43])[c:12]2[c:13]([C:29](=[O:30])[OH:31])[c:14]([O:18][c:19]3[n:20][c:21]([O:27][CH3:28])[cH:22][c:23]([O:25][CH3:26])[n:24]3)[cH:15][cH:16][c:17]12. As a reaction SMILES: [Br:11][C:12]([C:13]([CH3:14])=[O:15])([CH3:16])[CH3:17].[C:18](=[O:19])([O-:20])[O-:21].[CH2:24]([C:25]([CH3:26])=[O:27])[CH3:28].[K+:22].[K+:23].[OH:1][c:2]1[c:3]([CH2:4][OH:5])[cH:6][c:7]([I:10])[cH:8][cH:9]1>>[O:1]([c:2]1[c:3]([CH2:4][OH:5])[cH:6][c:7]([I:10])[cH:8][cH:9]1)[C:12]([C:13]([CH3:14])=[O:15])([CH3:16])[CH3:17]. Yields the product CC(=O)C(C)(C)Oc1ccc(I)cc1CO. The reactants are CC(=O)C(C)(C)Br, O=C([O-])[O-], CCC(C)=O, [K+], [K+], OCc1cc(I)ccc1O. Starting materials: Clc1ncnc(Cl)n1, Cl, [K+], [K+], O=C([O-])[O-], NC1CC1c1ccccc1. The product is Clc1ncnc(NC2CC2c2ccccc2)n1. RXN SMILES: [Cl:1][c:2]1[n:3][cH:4][n:5][c:6]([Cl:8])[n:7]1.[ClH:15].[K+:10].[K+:9].[O-:11][C:12]([O-:13])=[O:14].[c:16]1([CH:22]2[CH:23]([NH2:25])[CH2:24]2)[cH:17][cH:18][cH:19][cH:20][cH:21]1>>[c:2]1([NH:25][CH:23]2[CH:22]([c:16]3[cH:17][cH:18][cH:19][cH:20][cH:21]3)[CH2:24]2)[n:3][cH:4][n:5][c:6]([Cl:8])[n:7]1.